From a dataset of the Open Reaction Database (ORD), a public repository of structured organic reaction records. describe an organic reaction: reactants, conditions, products, and yield Run at time 10 minute. Run in C1CCOC1 (THF), ClCCl (dichloromethane), C1(=CC=CC=C1)C (toluene), C1CCOC1 (THF). Yield: 50.4%. RXN SMILES: [Br-].[C:2]([O:6][C:7]([N:9]1[CH2:13][CH2:12][CH:11]([N:14]2[CH2:18][CH2:17][CH:16]([P+](C3C=CC=CC=3)(C3C=CC=CC=3)C3C=CC=CC=3)[C:15]2=[O:38])[CH2:10]1)=[O:8])([CH3:5])([CH3:4])[CH3:3].C(O[K])(C)(C)C.C([O:58][C:59]([C:61]1[N:62]2[CH:65]([S:66][CH2:67][C:68]=1[CH:69]=O)[CH:64]([NH:71][C:72](=[O:101])[C:73]([C:95]1[N:99]=[C:98]([NH2:100])[S:97][N:96]=1)=[N:74][O:75][C:76]([C:89]1[CH:94]=[CH:93][CH:92]=[CH:91][CH:90]=1)([C:83]1[CH:88]=[CH:87][CH:86]=[CH:85][CH:84]=1)[C:77]1[CH:82]=[CH:81][CH:80]=[CH:79][CH:78]=1)[C:63]2=[O:102])=[O:60])(C1C=CC=CC=1)C1C=CC=CC=1>ClCCl.C1(C)C=CC=CC=1.C1COCC1>[NH2:100][C:98]1[S:97][N:96]=[C:95](/[C:73](=[N:74]/[O:75][C:76]([C:89]2[CH:90]=[CH:91][CH:92]=[CH:93][CH:94]=2)([C:83]2[CH:84]=[CH:85][CH:86]=[CH:87][CH:88]=2)[C:77]2[CH:82]=[CH:81][CH:80]=[CH:79][CH:78]=2)/[C:72]([NH:71][C@@H:64]2[C:63](=[O:102])[N:62]3[C@@H:65]2[S:66][CH2:67][C:68](/[CH:69]=[C:16]2/[C:15](=[O:38])[N:14]([C@@H:11]4[CH2:12][CH2:13][N:9]([C:7]([O:6][C:2]([CH3:3])([CH3:4])[CH3:5])=[O:8])[CH2:10]4)[CH2:18][CH2:17]/2)=[C:61]3[C:59]([OH:60])=[O:58])=[O:101])[N:99]=1 |f:0.1|. Starting materials: C(C1=CC=CC=C1)(C1=CC=CC=C1)OC(=O)C=1N2C(C(C2SCC1C=O)NC(C(=NOC(C1=CC=CC=C1)(C1=CC=CC=C1)C1=CC=CC=C1)C1=NSC(=N1)N)=O)=O (7-[2-(5-amino-[1,2,4]thiadiazol-3-yl)-2-trityloxyimino-acetylamino]-3-formyl-8-oxo-5-thia-1-aza-bicyclo[4.2.0]oct-2-ene-2-carboxylic acid benzhydryl ester), [Br-].C(C)(C)(C)OC(=O)N1CC(CC1)N1C(C(CC1)[P+](C1=CC=CC=C1)(C1=CC=CC=C1)C1=CC=CC=C1)=O ((1′-tert.-butoxycarbonyl-2-oxo-[1,3′]-bipyrrolidinyl-3-(R,S)-yl)-triphenyl-phosphonium bromide), C(C)(C)(C)O[K] (t-C4H9OK). Yields the product NC1=NC(=NS1)/C(/C(=O)N[C@H]1[C@H]2SCC(=C(N2C1=O)C(=O)O)/C=C\1/C(N(CC1)[C@H]1CN(CC1)C(=O)OC(C)(C)C)=O)=N/OC(C1=CC=CC=C1)(C1=CC=CC=C1)C1=CC=CC=C1 ((6R,7R)-7-[(Z)-2-(5-Amino-[1,2,4]thiadiazol-3-yl)-2-trityloxyimino-acetylamino]-3-[(E)-(R)-1′-tert.-butoxycarbonyl-2-oxo-[1,3′]bipyrrolidinyl-3-ylidenemethyl]-8-oxo-5-thia-1-aza-bicyclo[4.2.0]oct-2-ene-2-carboxylic Acid). Reported procedure: 4.2 (small scale): To a solution of 2.45 g of (1′-tert.-butoxycarbonyl-2-oxo-[1,3′]-bipyrrolidinyl-3-(R,S)-yl)-triphenyl-phosphonium bromide (preparation according EP 1 067 131 A1) in 6 ml of dichloromethane and 15 ml of toluene was added at −78° C. a solution of 432 mg of t-C4H9OK in 6 ml of THF over 10 min and stirring was continued at −78° C. for 10 min. The solution was treated at −78° C. with a solution of 3.50 g 7-[2-(5-amino-[1,2,4]thiadiazol-3-yl)-2-trityloxyimino-acetylamino]-3-formyl-8...